The task is: describe an organic reaction: reactants, conditions, products, and yield. This data is from the Open Reaction Database (ORD), a public repository of structured organic reaction records. Starting materials: C(C1=CC=CC=C1)OC1=CC=C(OCCCN2C(C=3C(C2=O)=CC=CC3)=O)C=C1 (N-[3-(4-benzyloxyphenoxy)propyl]phthalimide), O.NN (hydrazine hydrate). The solvent is C(C)O (ethanol). Yields the product C(C1=CC=CC=C1)OC1=CC=C(OCCCN)C=C1 (3-(4-benzyloxyphenoxy)propylamine). Isolated yield 58.4%. Reaction SMILES: [CH2:1]([O:8][C:9]1[CH:29]=[CH:28][C:12]([O:13][CH2:14][CH2:15][CH2:16][N:17]2C(=O)C3=CC=CC=C3C2=O)=[CH:11][CH:10]=1)[C:2]1[CH:7]=[CH:6][CH:5]=[CH:4][CH:3]=1.O.NN>C(O)C>[CH2:1]([O:8][C:9]1[CH:10]=[CH:11][C:12]([O:13][CH2:14][CH2:15][CH2:16][NH2:17])=[CH:28][CH:29]=1)[C:2]1[CH:3]=[CH:4][CH:5]=[CH:6][CH:7]=1 |f:1.2|. Procedure details: A mixture of N-[3-(4-benzyloxyphenoxy)propyl]phthalimide (3.87 g) and hydrazine hydrate (0.55 g) in ethanol (40 ml) was heated at reflux for 3 hours. The reaction mixture was allowed to cool, filtered and the filtrate evaporated. Sodium hydroxide solution (2M, 20 ml) was added to the residue, the aqueous mixture extracted with ethyl acetate and the ethyl acetate extract dried. The solid collected by filtration of the cooled reaction mixture was suspended in sodium hydroxide solution (2M, 20 ml) ... Starting materials: FCCN(C(OC(C)(C)C)=O)[C@@H]1CN(CC1)[C@@H](C(F)(F)F)C=1C=NC(=CC1)NN (tert-butyl 2-fluoroethyl((S)-1-((R)-2,2,2-trifluoro-1-(6-hydrazinylpyridin-3-yl)ethyl)pyrrolidin-3-yl)carbamate), C(N)([O-])=O (carbamate), COC=1C=CC=C2C=CC(=NC12)C=O (8-methoxyquinoline-2-carbaldehyde). Yields the product FCCN(C(OC(C)(C)C)=O)[C@@H]1CN(CC1)[C@@H](C(F)(F)F)C=1C=CC=2N(C1)C(=NN2)C2=NC1=C(C=CC=C1C=C2)OC (tert-butyl 2-fluoroethyl((S)-1-((R)-2,2,2-trifluoro-1-(3-(8-methoxyquinolin-2-yl)-[1,2,4]triazolo[4,3-a]pyridin-6-yl)ethyl)pyrrolidin-3-yl)carbamate). RXN SMILES: [F:1][CH2:2][CH2:3][N:4]([C@H:12]1[CH2:16][CH2:15][N:14]([C@H:17]([C:22]2[CH:23]=[N:24][C:25]([NH:28][NH2:29])=[CH:26][CH:27]=2)[C:18]([F:21])([F:20])[F:19])[CH2:13]1)[C:5](=[O:11])[O:6][C:7]([CH3:10])([CH3:9])[CH3:8].C(=O)([O-])N.[CH3:34][O:35][C:36]1[CH:37]=[CH:38][CH:39]=[C:40]2[C:45]=1[N:44]=[C:43]([CH:46]=O)[CH:42]=[CH:41]2>>[F:1][CH2:2][CH2:3][N:4]([C@H:12]1[CH2:16][CH2:15][N:14]([C@H:17]([C:22]2[CH:27]=[CH:26][C:25]3[N:24]([C:46]([C:43]4[CH:42]=[CH:41][C:40]5[C:45](=[C:36]([O:35][CH3:34])[CH:37]=[CH:38][CH:39]=5)[N:44]=4)=[N:29][N:28]=3)[CH:23]=2)[C:18]([F:21])([F:19])[F:20])[CH2:13]1)[C:5](=[O:11])[O:6][C:7]([CH3:10])([CH3:9])[CH3:8]. Procedure details: Prepared as described in Example 9B, Step F, using tert-butyl 2-fluoroethyl((S)-1-((R)-2,2,2-trifluoro-1-(6-hydrazinylpyridin-3-yl)ethyl)pyrrolidin-3-yl)carbamate (0.10 g, 0.237 mmol) in place of tert-butyl (S)-1-((R)-2,2,2-trifluoro-1-(6-hydrazinylpyridin-3-yl)ethyl)pyrrolidin-3-yl)carbamate and 8-methoxyquinoline-2-carbaldehyde (0.044 g, 0.237 mmol). LCMS APCI (+) m/z 589 (M+H). Starting materials: C (charcoal), ClC1=CN(C2=C1N(C1=C(NC2=O)C=CC=C1)C(=O)NCCN1C(CCCC1)CN(CCC)CCC)C (3-chloro-4-[[[2-[2-[(dipropylamino)methyl]-piperidin-1-yl]ethyl]amino]carbonyl]-1-methyl-1,4,9,10-tetrahydro-pyrrolo[3,2-b][1,5]benzodiazepin-10-one), [OH-].[Na+] (sodium hydroxide). The reagents and catalysts are [Pd] (palladium). Run in C(C)O (ethanol). Run at time 20 hour. The product is C(CC)N(CCC)CC1N(CCCC1)CCNC(=O)N1C2=C(C(NC3=C1C=CC=C3)=O)N(C=C2)C (4-[[[2-[2-[(Dipropylamino)methyl]-piperidin-1-yl]ethyl]amino]carbonyl]-1-methyl-1,4,9,10-tetrahydro-pyrrolo[3,2-b][1,5]benzodiazepin-10-one). As a reaction SMILES: Cl[C:2]1[C:6]2[N:7]([C:17]([NH:19][CH2:20][CH2:21][N:22]3[CH2:27][CH2:26][CH2:25][CH2:24][CH:23]3[CH2:28][N:29]([CH2:33][CH2:34][CH3:35])[CH2:30][CH2:31][CH3:32])=[O:18])[C:8]3[CH:16]=[CH:15][CH:14]=[CH:13][C:9]=3[NH:10][C:11](=[O:12])[C:5]=2[N:4]([CH3:36])[CH:3]=1.C.[OH-].[Na+]>C(O)C.[Pd]>[CH2:30]([N:29]([CH2:28][CH:23]1[CH2:24][CH2:25][CH2:26][CH2:27][N:22]1[CH2:21][CH2:20][NH:19][C:17]([N:7]1[C:8]2[CH:16]=[CH:15][CH:14]=[CH:13][C:9]=2[NH:10][C:11](=[O:12])[C:5]2[N:4]([CH3:36])[CH:3]=[CH:2][C:6]1=2)=[O:18])[CH2:33][CH2:34][CH3:35])[CH2:31][CH3:32] |f:2.3|. Procedure details: 4.2 g (8.15 mol) of 3-chloro-4-[[[2-[2-[(dipropylamino)methyl]-piperidin-1-yl]ethyl]amino]carbonyl]-1-methyl-1,4,9,10-tetrahydro-pyrrolo[3,2-b][1,5]benzodiazepin-10-one were dissolved in 350 ml of hot ethanol and after the addition of 3 g of palladium on animal charcoal (20%), the mixture was hydrogenated for 20 hours under a hydrogen pressure of 50 bar and at a temperature of 40° C. The catalyst was filtered off, the filtrate was evaporated down in vacuo, the residue was taken up in 20 ml of wa... The reagents and catalysts are C(C)(=O)[O-].[Pd+2].C(C)(=O)[O-] (palladium acetate), CC1=C(C=C(C=C1)C)C1=CC(=CC=C1)C (2,5,3′-Trimethylbiphenyl). The yield is 89.0%. Reaction conditions: temperature 0 celsius, time 15 minute. Product: C(CCCCC)C1=CC=C(C=C1)OC (4-Hexylanisole). The reactants are C=CCCCC (1-hexene), ClC1=CC=C(C=C1)OC (4-Chloroanisole), B1C2CCCC1CCC2 (9-BBN), C1CCOC1 (THF), [F-].[Cs+] (cesium fluoride). Procedure details: An oven-dried resealable Schlenk tube was capped with a rubber septum, cooled under an argon purge, charged with 1-hexene (0.19 mL, 1.5 mmol), and cooled to 0° C. A solution of 9-BBN in THF (3 mL, 1.5 mmol, 0.5 M) was added, the flask was stirred at 0° C. for 15 min, then warmed to room temperature and stirred for 5 h. 4-Chloroanisole (0.12 mL, 1.0 mmol) was added, the septum was removed, and palladium acetate (4.4 mg, 0.02 mmol, 2 mol %), ligand 2 (11.9 mg, 0.03 mmol, 3 mol %), and cesium fluor... Reaction SMILES: C=CCCCC.B1[CH:12]2[CH2:13][CH2:14][CH2:15][CH:8]1[CH2:9][CH2:10][CH2:11]2.C1COCC1.ClC1C=[CH:26][C:25]([O:28][CH3:29])=[CH:24][CH:23]=1.[F-].[Cs+]>C([O-])(=O)C.[Pd+2].C([O-])(=O)C.CC1C=CC(C)=CC=1C1C=CC=C(C)C=1>[CH2:11]([C:10]1[CH:9]=[CH:26][C:25]([O:28][CH3:29])=[CH:24][CH:23]=1)[CH2:12][CH2:13][CH2:14][CH2:15][CH3:8] |f:4.5,6.7.8|. The reactants are CN(C(=O)c1ccc(N2CCOCC2)cc1)C1CCNCC1c1ccc(Cl)c(Cl)c1, FC(F)(F)c1ccc(Cl)nc1, Cl. Yields the product CN(C(=O)c1ccc(N2CCOCC2)cc1)C1CCN(c2ccc(C(F)(F)F)cn2)CC1c1ccc(Cl)c(Cl)c1. Reaction SMILES: [Cl:2][c:3]1[cH:4][c:5]([CH:10]2[CH2:11][NH:12][CH2:13][CH2:14][CH:15]2[N:16]([C:17]([c:18]2[cH:19][cH:20][c:21]([N:24]3[CH2:25][CH2:26][O:27][CH2:28][CH2:29]3)[cH:22][cH:23]2)=[O:30])[CH3:31])[cH:6][cH:7][c:8]1[Cl:9].[Cl:32][c:33]1[n:34][cH:35][c:36]([C:39]([F:40])([F:41])[F:42])[cH:37][cH:38]1.[ClH:1]>>[Cl:2][c:3]1[cH:4][c:5]([CH:10]2[CH2:11][N:12]([c:33]3[n:34][cH:35][c:36]([C:39]([F:40])([F:41])[F:42])[cH:37][cH:38]3)[CH2:13][CH2:14][CH:15]2[N:16]([C:17]([c:18]2[cH:19][cH:20][c:21]([N:24]3[CH2:25][CH2:26][O:27][CH2:28][CH2:29]3)[cH:22][cH:23]2)=[O:30])[CH3:31])[cH:6][cH:7][c:8]1[Cl:9]. Reactants: CC(=O)Oc1ccc(Br)cc1C(=O)Nc1nc(C(C)(C)C)c(N2CCCCC2)s1, CCO, Cl, [Na+], [OH-]. Yields the product CC(C)(C)c1nc(NC(=O)c2cc(Br)ccc2O)sc1N1CCCCC1. RXN SMILES: [C:1](=[O:2])([CH3:3])[O:4][c:5]1[c:6]([C:7](=[O:8])[NH:9][c:10]2[s:11][c:12]([N:19]3[CH2:20][CH2:21][CH2:22][CH2:23][CH2:24]3)[c:13]([C:15]([CH3:16])([CH3:17])[CH3:18])[n:14]2)[cH:25][c:26]([Br:29])[cH:27][cH:28]1.[CH3:33][CH2:34][OH:35].[ClH:32].[Na+:31].[OH-:30]>>[OH:4][c:5]1[c:6]([C:7](=[O:8])[NH:9][c:10]2[s:11][c:12]([N:19]3[CH2:20][CH2:21][CH2:22][CH2:23][CH2:24]3)[c:13]([C:15]([CH3:16])([CH3:17])[CH3:18])[n:14]2)[cH:25][c:26]([Br:29])[cH:27][cH:28]1. Reactants: FC1=C(N)C=CC(=C1)Cl (2-fluoro-4-chloroaniline), BrC(C(=O)O)C(C)C (α-bromoisovaleric acid). Yields the product FC1=C(C=CC(=C1)Cl)N[C@@H](C(C)C)C(=O)O (N-(2-fluoro-4-chlorophenyl)valine). As a reaction SMILES: [F:1][C:2]1[CH:8]=[C:7]([Cl:9])[CH:6]=[CH:5][C:3]=1[NH2:4].Br[CH:11]([CH:15]([CH3:17])[CH3:16])[C:12]([OH:14])=[O:13]>>[F:1][C:2]1[CH:8]=[C:7]([Cl:9])[CH:6]=[CH:5][C:3]=1[NH:4][C@H:11]([C:12]([OH:14])=[O:13])[CH:15]([CH3:17])[CH3:16]. Procedure details: Following the procedure of Example 17, N-(2-fluoro-4-chlorophenyl)valine (0.79 g) is reacted with α-ethynyl-m-phenoxybenzyl bromide (0.39 g) to yield the α-ethynyl-m-phenoxybenzyl ester of N-(2-fluoro-4-chlorophenyl)valine, MS m/e 451 (M+). N-(2-fluoro-4-chlorophenyl)valine is prepared from 2-fluoro-4-chloroaniline and α-bromoisovaleric acid using the procedure of Example 17.